From a dataset of the Open Reaction Database (ORD), a public repository of structured organic reaction records. describe an organic reaction: reactants, conditions, products, and yield Starting materials: CN(C)C[C@H]1C[C@H](C1)C1=NC(=C2N1C=CN=C2N)C2=CC=C(C=C2)OC2=CC=CC=C2 (cis-3-(3-dimethylaminomethylcyclobutyl)-1-(4-phenoxyphenyl)-imidazo[1,5-a]pyrazin-8-ylamine), N (ammonia). Yields the product NCC1CC(C1)C1=NC(=C2N1C=CN=C2N)C2=CC=C(C=C2)OC2=CC=CC=C2 (3-(3 Aminomethyl-cyclobutyl)-1-(4-phenoxy-phenyl)-imidazo[1,5-a]pyrazin-8-ylamine). Reaction SMILES: C[N:2]([CH2:4][C@@H:5]1[CH2:8][C@H:7]([C:9]2[N:13]3[CH:14]=[CH:15][N:16]=[C:17]([NH2:18])[C:12]3=[C:11]([C:19]3[CH:24]=[CH:23][C:22]([O:25][C:26]4[CH:31]=[CH:30][CH:29]=[CH:28][CH:27]=4)=[CH:21][CH:20]=3)[N:10]=2)[CH2:6]1)C.N>>[NH2:2][CH2:4][CH:5]1[CH2:6][CH:7]([C:9]2[N:13]3[CH:14]=[CH:15][N:16]=[C:17]([NH2:18])[C:12]3=[C:11]([C:19]3[CH:24]=[CH:23][C:22]([O:25][C:26]4[CH:31]=[CH:30][CH:29]=[CH:28][CH:27]=4)=[CH:21][CH:20]=3)[N:10]=2)[CH2:8]1. Reported procedure: Prepared according to the procedure described above for cis-3-(3-dimethylaminomethylcyclobutyl)-1-(4-phenoxyphenyl)-imidazo[1,5-a]pyrazin-8-ylamine, except using ammonia. The reactants are Cl (hydrogen chloride), C(C)(=O)C1=CC=CC=C1 (acetophenone), ( b ), NCCCN1C=NC=C1 (1-(3-aminopropyl)imidazole), CO (methanol), Cl (hydrogen chloride), C(#N)[BH3-].[Na+] (sodium cyanoborohydride), Cl (hydrochloric acid). Solvent: O (water), C(C)OCC (diethyl ether), O (water). Reaction conditions: time 48 hour. Yields the product Cl.Cl.ClC=1C=CC(=C(C1)O)C(C)NCCCN1C=NC=C1 (5-chloro-2-{1-[3-(imidazol-1-yl)propylamino]ethyl}phenol dihydrochloride). Reaction SMILES: [C:1]([C:4]1[CH:9]=[CH:8][CH:7]=[CH:6][CH:5]=1)(=O)[CH3:2].[NH2:10][CH2:11][CH2:12][CH2:13][N:14]1[CH:18]=[CH:17][N:16]=[CH:15]1.[ClH:19].C([BH3-])#N.[Na+].C[OH:25]>O.C(OCC)C>[ClH:19].[ClH:19].[Cl:19][C:7]1[CH:6]=[CH:5][C:4]([CH:1]([NH:10][CH2:11][CH2:12][CH2:13][N:14]2[CH:18]=[CH:17][N:16]=[CH:15]2)[CH3:2])=[C:9]([OH:25])[CH:8]=1 |f:3.4,8.9.10|. Reported procedure: The acetophenone (3.3 g) from (b) and 1-(3-aminopropyl)imidazole (7.1 g) were dissolved in methanol (30 ml). Saturated methanolic hydrogen chloride (3 ml) was added to this solution, followed by sodium cyanoborohydride (0.84 g). The resulting mixture was stirred at ambient temperature for 48 hours and then left standing for 64 hours. Concentrated hydrochloric acid (6 ml) and water (30 ml) were added and the mixture stirred for 10 minutes. The mixture was diluted with water, washed with dichlorom...